describe an organic reaction: reactants, conditions, products, and yield From a dataset of the Open Reaction Database (ORD), a public repository of structured organic reaction records. Reactants: C=CC, C=C, Cc1ccccc1, CC=C1CC2=CCC1C2. Product: C=CC, C=C, CC=C1CC2C=CC1C2. As a reaction SMILES: [CH2:10]=[CH:11][CH3:12].[CH2:13]=[CH2:14].[CH3:15][c:16]1[cH:17][cH:18][cH:19][cH:20][cH:21]1.[CH:1]([CH3:2])=[C:3]1[CH:4]2[CH2:5][CH:6]=[C:7]([CH2:8]1)[CH2:9]2>>[CH2:10]=[CH:11][CH3:12].[CH2:13]=[CH2:14].[CH:1]([CH3:2])=[C:3]1[CH:4]2[CH:5]=[CH:6][CH:7]([CH2:8]1)[CH2:9]2. Starting materials: [BH4-], CO, CN, CO, [Na+], C1CCOC1, O=Cc1cn(S(=O)(=O)c2ccccc2)c(-c2ccccc2)c1-c1ccccc1. Product: CNCc1cn(S(=O)(=O)c2ccccc2)c(-c2ccccc2)c1-c1ccccc1. As a reaction SMILES: [BH4-:33].[CH3:29][OH:30].[CH3:31][NH2:32].[CH3:35][OH:36].[Na+:34].[O:37]1[CH2:38][CH2:39][CH2:40][CH2:41]1.[c:1]1(-[c:7]2[c:8]([CH:27]=[O:28])[cH:9][n:10]([S:18](=[O:19])(=[O:20])[c:21]3[cH:22][cH:23][cH:24][cH:25][cH:26]3)[c:11]2-[c:12]2[cH:13][cH:14][cH:15][cH:16][cH:17]2)[cH:2][cH:3][cH:4][cH:5][cH:6]1>>[c:1]1(-[c:7]2[c:8]([CH2:27][NH:32][CH3:31])[cH:9][n:10]([S:18](=[O:19])(=[O:20])[c:21]3[cH:22][cH:23][cH:24][cH:25][cH:26]3)[c:11]2-[c:12]2[cH:13][cH:14][cH:15][cH:16][cH:17]2)[cH:2][cH:3][cH:4][cH:5][cH:6]1. The reactants are OCCBr, O=C([O-])[O-], CCOc1cc(C=O)ccc1O, [K+], [K+], CN(C)C=O. Yields the product CCOc1cc(C=O)ccc1OCCO. As a reaction SMILES: [Br:1][CH2:2][CH2:3][OH:4].[C:5](=[O:6])([O-:7])[O-:8].[CH2:11]([CH3:12])[O:13][c:14]1[cH:15][c:16]([CH:17]=[O:18])[cH:19][cH:20][c:21]1[OH:22].[K+:10].[K+:9].[O:23]=[CH:24][N:25]([CH3:26])[CH3:27]>>[CH2:2]([CH2:3][OH:4])[O:22][c:21]1[c:14]([O:13][CH2:11][CH3:12])[cH:15][c:16]([CH:17]=[O:18])[cH:19][cH:20]1. Starting materials: COC(=O)C=1C=CC(=CC1)O (methyl p-hydroxybenzoate), C(CCC(=O)Cl)(=O)Cl (succinic dichloride). The product is COC(=O)C1=CC=C(C=C1)OC(CCC(=O)OC1=CC=C(C=C1)C(=O)OC)=O (di(p-methyloxycarbonylphenyl)succinate). RXN SMILES: [CH3:1][O:2][C:3]([C:5]1[CH:6]=[CH:7][C:8]([OH:11])=[CH:9][CH:10]=1)=[O:4].[C:12](Cl)(=[O:18])[CH2:13][CH2:14][C:15](Cl)=[O:16]>>[CH3:1][O:2][C:3]([C:5]1[CH:10]=[CH:9][C:8]([O:11][C:12](=[O:18])[CH2:13][CH2:14][C:15]([O:11][C:8]2[CH:7]=[CH:6][C:5]([C:3]([O:2][CH3:1])=[O:4])=[CH:10][CH:9]=2)=[O:16])=[CH:7][CH:6]=1)=[O:4]. Procedure details: A similar procedure to Example 1 is carried out by using 15.2 g of methyl p-hydroxybenzoate and 7.8 g of succinic dichloride to yield di(p-methyloxycarbonylphenyl)succinate, m.p. 189.5°-190° C., as white crystals. The reactants are C1(CCCC1)NC1=CC=2N(C=C1)N=C(C2C2=NC(=NC=C2)NC2CCCC2)C2=CC=C(C=C2)F (N-cyclopentyl-3-[2-(cyclopentylamino)-4-pyrimidinyl]-2-(4-fluorophenyl)pyrazolo[1,5-a]pyridin-5-amine), C(CCC)[Li] (n-butyllithium), C(Cl)(Cl)(Cl)Cl (carbon tetrachloride). Run in O1CCCC1 (tetrahydrofuran). Reaction conditions: temperature -78 celsius, time 10 minute. The product is ClC1=CC(=CC=2N1N=C(C2C2=NC(=NC=C2)NC2CCCC2)C2=CC=C(C=C2)F)NC2CCCC2 (7-chloro-N-cyclopentyl-3-[2-(cyclopentylamino)pyrimidin-4-yl]-2-(4-fluorophenyl)pyrazolo[1,5-a]pyridin-5-amine). RXN SMILES: [CH:1]1([NH:6][C:7]2[CH:12]=[CH:11][N:10]3[N:13]=[C:14]([C:28]4[CH:33]=[CH:32][C:31]([F:34])=[CH:30][CH:29]=4)[C:15]([C:16]4[CH:21]=[CH:20][N:19]=[C:18]([NH:22][CH:23]5[CH2:27][CH2:26][CH2:25][CH2:24]5)[N:17]=4)=[C:9]3[CH:8]=2)[CH2:5][CH2:4][CH2:3][CH2:2]1.C([Li])CCC.C(Cl)(Cl)(Cl)[Cl:41]>O1CCCC1>[Cl:41][C:11]1[N:10]2[N:13]=[C:14]([C:28]3[CH:29]=[CH:30][C:31]([F:34])=[CH:32][CH:33]=3)[C:15]([C:16]3[CH:21]=[CH:20][N:19]=[C:18]([NH:22][CH:23]4[CH2:24][CH2:25][CH2:26][CH2:27]4)[N:17]=3)=[C:9]2[CH:8]=[C:7]([NH:6][CH:1]2[CH2:2][CH2:3][CH2:4][CH2:5]2)[CH:12]=1. Procedure details: To a solution of N-cyclopentyl-3-[2-(cyclopentylamino)-4-pyrimidinyl]-2-(4-fluorophenyl)pyrazolo[1,5-a]pyridin-5-amine (120 mg, 0.26 mmol) in tetrahydrofuran (5 mL) at −78° C. was added n-butyllithium (0.8 mL, 1.3 mmol of 1.6 M solution in hexanes). The resulting reaction was stirred at −78° C. for 10 minutes, then carbon tetrachloride (1 mL) was added. The reaction mixture was allowed to warm to room temperature and then quenched by the addition of water. The phase were separated and the organi... The solvent is ClCCl (dichloromethane). Procedure: 0.90 g of 4-(6-fluoro-3,4-dimethoxyphenyl)-7,-8-dimethoxy-1,2,3,4-tetrahydroisoquinoline was dissolved in 25 ml of dichloromethane, and to the mixture was added dropwise 1M boron tribromide-dichloromethane solution (27 ml) under an argon gas stream, at an internal temperature of -30° to -60° C. under cooling while stirring. The mixture was stirred for 3 hours at room temperature, and 7.0 ml of methanol was added to the mixture under cooling with dry ice-methanol bath dropwise. The mixture was st... Reactants: B(Br)(Br)Br.ClCCl (boron tribromide dichloromethane), FC1=CC(=C(C=C1C1CNCC2=C(C(=CC=C12)OC)OC)OC)OC (4-(6-fluoro-3,4-dimethoxyphenyl)-7,-8-dimethoxy-1,2,3,4-tetrahydroisoquinoline), CO (methanol). Yields the product Br.FC1=CC(=C(C=C1C1CNCC2=C(C(=CC=C12)O)O)O)O (4-(6-fluoro-3,4-dihydroxyphenyl)-7,8-dihydroxy-1,2,3,4-tetrahydroisoquinoline hydrobromide). RXN SMILES: [F:1][C:2]1[C:7]([CH:8]2[C:17]3[C:12](=[C:13]([O:20]C)[C:14]([O:18]C)=[CH:15][CH:16]=3)[CH2:11][NH:10][CH2:9]2)=[CH:6][C:5]([O:22]C)=[C:4]([O:24]C)[CH:3]=1.B(Br)(Br)[Br:27].ClCCl.CO>ClCCl>[BrH:27].[F:1][C:2]1[C:7]([CH:8]2[C:17]3[C:12](=[C:13]([OH:20])[C:14]([OH:18])=[CH:15][CH:16]=3)[CH2:11][NH:10][CH2:9]2)=[CH:6][C:5]([OH:22])=[C:4]([OH:24])[CH:3]=1 |f:1.2,5.6|.